This data is from the Open Reaction Database (ORD), a public repository of structured organic reaction records. The task is: describe an organic reaction: reactants, conditions, products, and yield Reactants: O=C1CCC(=O)N1Br, OCc1cccc(Br)n1, ClCCl. Product: BrCc1cccc(Br)n1. As a reaction SMILES: [Br:10][N:11]1[C:12](=[O:13])[CH2:14][CH2:15][C:16]1=[O:17].[Br:1][c:2]1[cH:3][cH:4][cH:5][c:6]([CH2:8][OH:9])[n:7]1.[Cl:18][CH2:19][Cl:20]>>[Br:1][c:2]1[cH:3][cH:4][cH:5][c:6]([CH2:8][Br:10])[n:7]1. Starting materials: ClC1=CC=C(C=C1)C1(CCCC1)C(=O)O (1-(4-chlorophenyl)cyclopentanecarboxylic acid), NCCCN1CCC(CC1)C=1C=C(C=CC1F)NC(C(C)C)=O (N-{3-[1-(3-aminopropyl)-4-piperidinyl]-4-fluorophenyl}-2-methylpropanamide). The product is ClC1=CC=C(C=C1)C1(CCCC1)C(=O)NCCCN1CCC(CC1)C1=C(C=CC(=C1)NC(C(C)C)=O)F (1-(4-CHLOROPHENYL)-N-(3-{4-[2-FLUORO-5-(ISOBUTYRYLAMINO)PHENYL]-1-PIPERIDINYL}PROPYL)CYCLOPENTANECARBOXAMIDE). RXN SMILES: [Cl:1][C:2]1[CH:7]=[CH:6][C:5]([C:8]2([C:13]([OH:15])=O)[CH2:12][CH2:11][CH2:10][CH2:9]2)=[CH:4][CH:3]=1.[NH2:16][CH2:17][CH2:18][CH2:19][N:20]1[CH2:25][CH2:24][CH:23]([C:26]2[CH:27]=[C:28]([NH:33][C:34](=[O:38])[CH:35]([CH3:37])[CH3:36])[CH:29]=[CH:30][C:31]=2[F:32])[CH2:22][CH2:21]1>>[Cl:1][C:2]1[CH:3]=[CH:4][C:5]([C:8]2([C:13]([NH:16][CH2:17][CH2:18][CH2:19][N:20]3[CH2:21][CH2:22][CH:23]([C:26]4[CH:27]=[C:28]([NH:33][C:34](=[O:38])[CH:35]([CH3:37])[CH3:36])[CH:29]=[CH:30][C:31]=4[F:32])[CH2:24][CH2:25]3)=[O:15])[CH2:9][CH2:10][CH2:11][CH2:12]2)=[CH:6][CH:7]=1. Procedure details: Example 128 was prepared from 1-(4-chlorophenyl)cyclopentanecarboxylic acid and N-{3-[1-(3-aminopropyl)-4-piperidinyl]-4-fluorophenyl}-2-methylpropanamide according to the procedures described in Scheme 9: 1H NMR (400 MHz, CDCl3) δ 7.45 (s, 1H), 7.42–7.38 (m, 1H), 7.27–7.17 (m, 4H), 7.12–7.09 (m, 1H), 6.87 (t, 1H, J=8.6 Hz), 6.49 (t, 1H, J=5.4 Hz), 3.19 (q, 2H, J=5.8 Hz), 2.85–2.79 (m, 2H), 2.73–2.64 (m, 1H), 2.50–2.35 (m, 3H), 2.23 (t, 2H, J=6.6 Hz), 1.92–1.85 (m, 4H), 1.75–1.48 (m, 10H), 1.17 ...